Task: describe an organic reaction: reactants, conditions, products, and yield. Dataset: the Open Reaction Database (ORD), a public repository of structured organic reaction records The reactants are C[O-].[Na+] (sodium methoxide), CC=1OC=CC1S (2-methyl-3-furan thiol), CSCCl (chloromethyl methyl sulfide). Procedure details: Into a 25 ml round bottom flask equipped with magnetic stirrer, thermometer, water bath, and reflux condenser is added a solution containing 0.27 g of sodium methoxide (0.005 moles) in 3 ml. absolute methanol. While maintaining the solution at 25° C-30° C, 0.57 g (0.005 moles) of 2-methyl-3-furan thiol in 2 ml of absolute methanol is added thereto. At 25° C, 0.483 g (0.005 moles) of chloromethyl methyl sulfide having the formula: Yields the product CC=1OC=CC1SCSC ((2-METHYL-3-FURYL)(METHYLTHIOMETHYL) SULFIDE). Solvent: CO (methanol), CO (methanol). RXN SMILES: C[O-].[Na+].[CH3:4][C:5]1[O:6][CH:7]=[CH:8][C:9]=1[SH:10].[CH3:11][S:12][CH2:13]Cl>CO>[CH3:4][C:5]1[O:6][CH:7]=[CH:8][C:9]=1[S:10][CH2:11][S:12][CH3:13] |f:0.1|. Starting materials: Cl.Cl.C1(=CC=C(N)C=C1)C1=CC=C(N)C=C1 (benzidine dihydrochloride), [N+](=O)([O-])[O-].[K+] (potassium nitrate), S(O)(O)(=O)=O (sulfuric acid). Product: ClC=1C=CC=2NC3=CC=C(C=C3C2C1)Cl (3,6-dichlorocarbazole). As a reaction SMILES: [ClH:1].[ClH:2].[C:3]1([C:10]2[CH:16]=[CH:15][C:13](N)=[CH:12][CH:11]=2)[CH:9]=[CH:8][C:6](N)=[CH:5][CH:4]=1.[N+:17]([O-])([O-])=O.[K+].S(=O)(=O)(O)O>>[Cl:1][C:8]1[CH:6]=[CH:5][C:4]2[NH:17][C:16]3[C:10]([C:3]=2[CH:9]=1)=[CH:11][C:12]([Cl:2])=[CH:13][CH:15]=3 |f:0.1.2,3.4|. Procedure details: Reaction of benzidine dihydrochloride (CAS 531-85-1) with potassium nitrate and sulfuric acid gives compound 1 (Zhurn. Obsh Khim., 1944, 14, 1019). Reaction of compound 1 with iron and hydrochloric acid leads to compound 2 (Zhurn. Obsh Khim., 1944, 14, 1019). Reaction of compound 2 with sulfuric acid affords 9H-carbazole-2,7-diamine 1-1 (Zhum. Obsh Khim., 1944, 14, 1019). Reactants: Brc1cncc(Br)c1, COc1ccc(O)cc1, [H-], [Na+], [Na+], CN(C)C=O, [OH-], O. The product is COc1ccc(Oc2cncc(Br)c2)cc1. As a reaction SMILES: [Br:12][c:13]1[cH:14][n:15][cH:16][c:17]([Br:18])[cH:19]1.[CH3:3][O:4][c:5]1[cH:6][cH:7][c:8]([OH:11])[cH:9][cH:10]1.[H-:1].[Na+:21].[Na+:2].[O:22]=[CH:23][N:24]([CH3:25])[CH3:26].[OH-:20].[OH2:27]>>[CH3:3][O:4][c:5]1[cH:6][cH:7][c:8]([O:11][c:13]2[cH:14][n:15][cH:16][c:17]([Br:18])[cH:19]2)[cH:9][cH:10]1. Starting materials: O (Water), C(C)(=O)OC(C1=NN(C(=N1)NCCCOC1=CC(=CC=C1)C=O)C)C1=CC=CC=C1 (5-[[3-(3-formylphenoxy)propyl]amino]-1-methyl-α-phenyl-1H-1,2,4-triazole-3-methanol acetate), C(C1=CC=CO1)N (furfurylamine), [BH4-].[Na+] (sodium borohydride). Run in C(C)O (ethanol), C(C)O (ethanol). Run at time 16 hour. Yields the product O1C(=CC=C1)CNCC=1C=C(OCCCNC2=NC(=NN2C)C(O)C2=CC=CC=C2)C=CC1 (5-[[3-[3-[[(2-Furanylmethyl)amino]methyl]phenoxy]propyl]amino]-1-methyl-α-phenyl-1H-1,2,4-triazole-3-methanol). As a reaction SMILES: C([O:4][CH:5]([C:25]1[CH:30]=[CH:29][CH:28]=[CH:27][CH:26]=1)[C:6]1[N:10]=[C:9]([NH:11][CH2:12][CH2:13][CH2:14][O:15][C:16]2[CH:21]=[CH:20][CH:19]=[C:18]([CH:22]=O)[CH:17]=2)[N:8]([CH3:24])[N:7]=1)(=O)C.[CH2:31]([NH2:37])[C:32]1[O:36][CH:35]=[CH:34][CH:33]=1.[BH4-].[Na+].O>C(O)C>[O:36]1[CH:35]=[CH:34][CH:33]=[C:32]1[CH2:31][NH:37][CH2:22][C:18]1[CH:17]=[C:16]([CH:21]=[CH:20][CH:19]=1)[O:15][CH2:14][CH2:13][CH2:12][NH:11][C:9]1[N:8]([CH3:24])[N:7]=[C:6]([CH:5]([C:25]2[CH:26]=[CH:27][CH:28]=[CH:29][CH:30]=2)[OH:4])[N:10]=1 |f:2.3|. Reported procedure: A solution of 5-[[3-(3-formylphenoxy)propyl]amino]-1-methyl-α-phenyl-1H-1,2,4-triazole-3-methanol acetate (ester) (1.0 g) and furfurylamine (5 ml) in ethanol (30 ml) was stirred at 21° for 1.5 h before a suspension of sodium borohydride (1.3 g) in ethanol (10 ml) was added and stirring was continued for a further 16 h at 21°. Water (20 ml) was added, the mixture concentrated to remove ethanol and the aqueous residue extracted with 4-methylpentan-2-one. The extract was dried and evaporated to giv... Reactants: O=C1CCN(CC1)C1=CC=C(CC2C(NC(S2)=O)=O)C=C1 (5-[4-(4-Oxo-piperidine-1-yl)-benzyl]-thiazolidine-2,4-dione), NC[C@H](O)C=1C=CC(=C(C1)NS(=O)(=O)C1=CC=CC=C1)O (N-[5-((1R)-2-Amino-1-hydroxy-ethyl)-2-hydroxy-phenyl]-benzenesulfonamide). The product is O=C1SC(C(N1)=O)CC1=CC=C(C=C1)N1CCC(CC1)NC[C@H](O)C=1C=CC(=C(C1)NS(=O)(=O)C1=CC=CC=C1)O (N-(5-{(1R)-2-[(1-[4-[(2,4-Dioxo-1,3-thiazolidin-5-yl)methyl]phenyl}piperidine-4-yl)amino]-1-hydroxyethyl}-2-hydroxyphenyl)benzenesulfonamide). As a reaction SMILES: O=[C:2]1[CH2:7][CH2:6][N:5]([C:8]2[CH:21]=[CH:20][C:11]([CH2:12][CH:13]3[S:17][C:16](=[O:18])[NH:15][C:14]3=[O:19])=[CH:10][CH:9]=2)[CH2:4][CH2:3]1.[NH2:22][CH2:23][C@@H:24]([C:26]1[CH:27]=[CH:28][C:29]([OH:42])=[C:30]([NH:32][S:33]([C:36]2[CH:41]=[CH:40][CH:39]=[CH:38][CH:37]=2)(=[O:35])=[O:34])[CH:31]=1)[OH:25]>>[O:18]=[C:16]1[NH:15][C:14](=[O:19])[CH:13]([CH2:12][C:11]2[CH:20]=[CH:21][C:8]([N:5]3[CH2:6][CH2:7][CH:2]([NH:22][CH2:23][C@@H:24]([C:26]4[CH:27]=[CH:28][C:29]([OH:42])=[C:30]([NH:32][S:33]([C:36]5[CH:37]=[CH:38][CH:39]=[CH:40][CH:41]=5)(=[O:35])=[O:34])[CH:31]=4)[OH:25])[CH2:3][CH2:4]3)=[CH:9][CH:10]=2)[S:17]1. Procedure: The title compound was prepared from 5-[4-(4-oxo-piperidine-1-yl)-benzyl]-thiazolidine-2,4-dione (which was obtained in Example 38) and N-[5-((R)-2-amino-1-hydroxy-ethyl)-2-hydroxy-phenyl]-phenylsulfonamide (which was obtained in Example 32) according to the procedure of Example 73 as a white solid; mp >150° C. (decomposed); 1H NMR (300 MHz, DMSO- d6) δ 1.39 (m, 4H), 1.85 (m, 4H), 2.64 (m, 2H), 2.89 (s, 3H), 4.48 (m, 1H), 6.67 (d, J=6 Hz, 1H), 6.86 (m, 2H), 7.02 (m, 2H), 7.48 (m, 2H), 7.72 (d, J... Starting materials: COC(=O)c1cccc2oc(N3CCOCC3CO[Si](C)(C)C(C)(C)C)nc12, [I-], [Li+], c1ccncc1. Product: CC(C)(C)[Si](C)(C)OCC1COCCN1c1nc2c(C(=O)[O-])cccc2o1, [Li+]. Reaction SMILES: [C:3]([CH3:4])([CH3:5])([CH3:6])[Si:7]([O:8][CH2:9][CH:10]1[CH2:11][O:12][CH2:13][CH2:14][N:15]1[c:16]1[o:17][c:18]2[c:19]([n:20]1)[c:21]([C:25](=[O:26])[O:27][CH3:28])[cH:22][cH:23][cH:24]2)([CH3:29])[CH3:30].[I-:1].[Li+:2].[cH:31]1[cH:32][cH:33][n:34][cH:35][cH:36]1>>[C:3]([CH3:4])([CH3:5])([CH3:6])[Si:7]([O:8][CH2:9][CH:10]1[CH2:11][O:12][CH2:13][CH2:14][N:15]1[c:16]1[o:17][c:18]2[c:19]([n:20]1)[c:21]([C:25](=[O:26])[O-:27])[cH:22][cH:23][cH:24]2)([CH3:29])[CH3:30].[Li+:2]. Starting materials: CC1CCN(Cc2ccccc2)CC1N(C)c1ncnc2[nH]ccc12, CC(=O)O, CC(C)O, O. Yields the product CC1CCNCC1N(C)c1ncnc2[nH]ccc12. Reaction SMILES: [CH2:2]([c:3]1[cH:4][cH:5][cH:6][cH:7][cH:8]1)[N:9]1[CH2:10][CH:11]([N:16]([c:17]2[c:18]3[c:19]([n:20][cH:21][n:22]2)[nH:23][cH:24][cH:25]3)[CH3:26])[CH:12]([CH3:15])[CH2:13][CH2:14]1.[CH3:27][C:28](=[O:29])[OH:30].[CH:31]([OH:32])([CH3:33])[CH3:34].[OH2:1]>>[NH:9]1[CH2:10][CH:11]([N:16]([c:17]2[c:18]3[c:19]([n:20][cH:21][n:22]2)[nH:23][cH:24][cH:25]3)[CH3:26])[CH:12]([CH3:15])[CH2:13][CH2:14]1. Reaction conditions: temperature 100 celsius, time 8 hour. Starting materials: BrC=1C(=C(C(=C(C(=O)OC)C1)NC1=C(C=CC=C1)Cl)F)F (methyl 5-bromo-3,4-difluoro-2-((2-chlorophenyl)amino)benzoate), C(C)(C)N(C(C)C)CC (N,N-diisopropylethylamine), C(C1=CC=CC=C1)S (BnSH), CC1(C2=C(C(=CC=C2)P(C3=CC=CC=C3)C4=CC=CC=C4)OC5=C(C=CC=C51)P(C6=CC=CC=C6)C7=CC=CC=C7)C (Xantphos). As a reaction SMILES: Br[C:2]1[C:3]([F:21])=[C:4]([F:20])[C:5]([NH:12][C:13]2[CH:18]=[CH:17][CH:16]=[CH:15][C:14]=2[Cl:19])=[C:6]([CH:11]=1)[C:7]([O:9][CH3:10])=[O:8].C(N(CC)C(C)C)(C)C.CC1(C)C2C(=C(P(C3C=CC=CC=3)C3C=CC=CC=3)C=CC=2)OC2C(P(C3C=CC=CC=3)C3C=CC=CC=3)=CC=CC1=2.[CH2:73]([SH:80])[C:74]1[CH:79]=[CH:78][CH:77]=[CH:76][CH:75]=1>O1CCOCC1.C1C=CC(/C=C/C(/C=C/C2C=CC=CC=2)=O)=CC=1.C1C=CC(/C=C/C(/C=C/C2C=CC=CC=2)=O)=CC=1.C1C=CC(/C=C/C(/C=C/C2C=CC=CC=2)=O)=CC=1.[Pd].[Pd]>[CH2:73]([S:80][C:2]1[C:3]([F:21])=[C:4]([F:20])[C:5]([NH:12][C:13]2[CH:18]=[CH:17][CH:16]=[CH:15][C:14]=2[Cl:19])=[C:6]([CH:11]=1)[C:7]([O:9][CH3:10])=[O:8])[C:74]1[CH:79]=[CH:78][CH:77]=[CH:76][CH:75]=1 |f:5.6.7.8.9|. Yields the product C(C1=CC=CC=C1)SC=1C(=C(C(=C(C(=O)OC)C1)NC1=C(C=CC=C1)Cl)F)F (methyl 5-(benzylthio)-3,4-difluoro-2-((2-chlorophenyl)amino)benzoate). Reagents/catalysts: C=1C=CC(=CC1)/C=C/C(=O)/C=C/C2=CC=CC=C2.C=1C=CC(=CC1)/C=C/C(=O)/C=C/C2=CC=CC=C2.C=1C=CC(=CC1)/C=C/C(=O)/C=C/C2=CC=CC=C2.[Pd].[Pd] (Pd2(dba)3). Solvent: O1CCOCC1 (1,4-dioxane). Isolated yield 86.0%. Procedure details: To a solution of methyl 5-bromo-3,4-difluoro-2-((2-chlorophenyl)amino)benzoate (12.98 g, 34.47 mmol) in anhydrous 1,4-dioxane (30 mL) was added N,N-diisopropylethylamine (8.86 g, 68.94 mmol). Then Pd2(dba)3 (1.63 g, 1.78 mmol) followed by Xantphos (2.06 g, 3.56 mmol) and BnSH (4.48 g, 36.19 mmol) was added under nitrogen atmosphere. The mixture was stirred overnight at 100° C. under N2 atmosphere and then allowed to warm to ambient temperature. The reaction was quenched with water (150 mL) and e...